Dataset: the Open Reaction Database (ORD), a public repository of structured organic reaction records. Task: describe an organic reaction: reactants, conditions, products, and yield The reactants are O=C(C1=NC(Cl)=CC=C1)N(C(C)C)C(C)C. Reagents/catalysts: O1B(OC(C)(C)C1(C)C)B2OC(C)(C)C(O2)(C)C, O=C1C=CC=2C=CC=C(C3=CN=C(C=C3)C=4N=CC=CC4)C2N1, C[OH2+].C[OH2+].C1CC=CCCC=C1.C1CC=CCCC=C1.[Ir].[Ir], [K].OC(C)(C)C. Run in O1CCCC1. Conditions: temperature 80 celsius, time 12 hour. The product is O=C(C1=NC(Cl)=CC(=C1)B2OC(C)(C)C(O2)(C)C)N(C(C)C)C(C)C. Isolated yield 96.0%. Procedure details: In an argon filled glove box, a 5.0 mL wheaton microreactor was charged with [Ir(cod)(OMe)]2 (1.98 mg, 1.5 mol%), L1 ligand (2.1 mg, 3.5 mol%), B2pin2 (50.8 mg, 1.0 equiv.), KOtBu (1.0 mg, 4.5 mol%) and dry THF (1.0 mL). The reaction mixture was stirred for 2 minutes at room temperature. To this mixture, 6-chloro-N,N-diisopropylpicolinamide (48.1 mg, 0.2 mmol) was added. The microreactor was capped with a teflon pressure cap and placed into pre-heated aluminum block at 80 oC. The reaction mixtur... The reactants are OC(C#CC=1C(=CC(=NC1)C(=O)OC)C(=O)OC)CC (dimethyl 5-(3-hydroxy-1-pentinyl)-pyridine-2,4-dicarboxylate). The reagents and catalysts are [Pd] (palladium). Solvent: CO (methanol). Run at time 4 hour. Yields the product OC(CCC=1C(=CC(=NC1)C(=O)OC)C(=O)OC)CC (dimethyl 5-(3-hydroxy-pentyl)-pyridine-2,4-dicarboxylate). Reaction SMILES: [OH:1][CH:2]([CH2:19][CH3:20])[C:3]#[C:4][C:5]1[C:6]([C:15]([O:17][CH3:18])=[O:16])=[CH:7][C:8]([C:11]([O:13][CH3:14])=[O:12])=[N:9][CH:10]=1>CO.[Pd]>[OH:1][CH:2]([CH2:19][CH3:20])[CH2:3][CH2:4][C:5]1[C:6]([C:15]([O:17][CH3:18])=[O:16])=[CH:7][C:8]([C:11]([O:13][CH3:14])=[O:12])=[N:9][CH:10]=1. Procedure: 317 mg of dimethyl 5-(3-hydroxy-1-pentinyl)-pyridine-2,4-dicarboxylate (Example 8) are dissolved in 25 ml of methanol and, after addition of the palladium catalyst (10% strength on charcoal) are hydrogenated. The reaction has ended after 4 hours (thin layer control). The catalyst is filtered off and the solution is concentrated in vacuo. The colorless oil is chromatographed on silica gel.